From a dataset of the Open Reaction Database (ORD), a public repository of structured organic reaction records. describe an organic reaction: reactants, conditions, products, and yield The reactants are C(C1=CC=CC=C1)C=1C(=NC=C(N1)C1=CC=C(C=C1)OC)N (3-benzyl-5-(4-methoxyphenyl)pyrazin-2-amine), COC1=CC=C(C=C1)C(C(=O)Cl)C (2-(4-methoxyphenyl)propanoyl chloride), O (water). Reagents/catalysts: CN(C1=CC=NC=C1)C (4-(dimethylamino)pyridine). Solvent: N1=CC=CC=C1 (pyridine). Reaction conditions: temperature 55 celsius, time 14 hour. Product: C(C1=CC=CC=C1)C=1C(=NC=C(N1)C1=CC=C(C=C1)OC)NC(C(C)C1=CC=C(C=C1)OC)=O (N-[3-Benzyl-5-(4-methoxyphenyl)pyrazin-2-yl]-2-(4-methoxyphenyl)propanamide). RXN SMILES: [CH2:1]([C:8]1[C:9]([NH2:22])=[N:10][CH:11]=[C:12]([C:14]2[CH:19]=[CH:18][C:17]([O:20][CH3:21])=[CH:16][CH:15]=2)[N:13]=1)[C:2]1[CH:7]=[CH:6][CH:5]=[CH:4][CH:3]=1.[CH3:23][O:24][C:25]1[CH:30]=[CH:29][C:28]([CH:31]([CH3:35])[C:32](Cl)=[O:33])=[CH:27][CH:26]=1.O>N1C=CC=CC=1.CN(C)C1C=CN=CC=1>[CH2:1]([C:8]1[C:9]([NH:22][C:32](=[O:33])[CH:31]([C:28]2[CH:29]=[CH:30][C:25]([O:24][CH3:23])=[CH:26][CH:27]=2)[CH3:35])=[N:10][CH:11]=[C:12]([C:14]2[CH:19]=[CH:18][C:17]([O:20][CH3:21])=[CH:16][CH:15]=2)[N:13]=1)[C:2]1[CH:7]=[CH:6][CH:5]=[CH:4][CH:3]=1. Procedure: Under an argon atmosphere, to a solution of 3-benzyl-5-(4-methoxyphenyl)pyrazin-2-amine (12) (synthesized by the process of M. Adamczyk, et al., Org. Prep. Proced. Int, 33, 477-485 (2001)) (500 mg, 1.72 mmol) in pyridine (8 mL) were successively added 4-(dimethylamino)pyridine (21.0 mg, 172 μmol) and 2-(4-methoxyphenyl)propanoyl chloride (16) prepared above at room temperature, and the mixture was heated with stirring at 55° C. for 14 hours. After cooling to room temperature, to the mixture was ...